This data is from the Open Reaction Database (ORD), a public repository of structured organic reaction records. The task is: describe an organic reaction: reactants, conditions, products, and yield The reactants are O (water), B(Cl)(Cl)Cl (Boron trichloride), C(C)(C)(C)OC(C=CC1=C(C=C(C(=C1)C1=C(C(=NO1)C)C1=CC=C(C=C1)OC)OCC1=CC=CC=C1)OCC1=CC=CC=C1)=O (3-{2,4-Bis-benzyloxy-5-[4-(4-methoxy-phenyl)-3-methyl-isoxazol-5-yl]-phenyl}acrylic acid tert-butyl ester), C(=O)=O.CC(=O)C (dry ice acetone). Run in ClCCl (dichloromethane), C(C)(=O)OCC (Ethyl acetate). Run at temperature -78 celsius, time 1 hour. The product is OC1=C(C=C(C(=C1)O)C1=C(C(=NO1)C)C1=CC=C(C=C1)OC)C=CC(=O)O (3-{2,4-dihydroxy-5-[4-(4-methoxy-phenyl)-3-methyl-isoxazol-5-yl]-phenyl}-acrylic acid). The yield is 30.2%. RXN SMILES: B(Cl)(Cl)Cl.C([O:9][C:10](=[O:49])[CH:11]=[CH:12][C:13]1[CH:18]=[C:17]([C:19]2[O:23][N:22]=[C:21]([CH3:24])[C:20]=2[C:25]2[CH:30]=[CH:29][C:28]([O:31][CH3:32])=[CH:27][CH:26]=2)[C:16]([O:33]CC2C=CC=CC=2)=[CH:15][C:14]=1[O:41]CC1C=CC=CC=1)(C)(C)C.C(=O)=O.CC(C)=O.O>ClCCl.C(OCC)(=O)C>[OH:41][C:14]1[CH:15]=[C:16]([OH:33])[C:17]([C:19]2[O:23][N:22]=[C:21]([CH3:24])[C:20]=2[C:25]2[CH:26]=[CH:27][C:28]([O:31][CH3:32])=[CH:29][CH:30]=2)=[CH:18][C:13]=1[CH:12]=[CH:11][C:10]([OH:49])=[O:9] |f:2.3|. Procedure details: Boron trichloride solution (2 ml, 11.0M in dichloromethane) was added slowly to a solution of 3-{2,4-Bis-benzyloxy-5-[4-(4-methoxy-phenyl)-3-methyl-isoxazol-5-yl]-phenyl}acrylic acid tert-butyl ester (50 mg, 0.09 mmol) in dichloromethane (1 ml), at −78° C. (dry ice/acetone) under a nitrogen atmosphere. The resulting solution was stirred for ˜1 hr at −78° C., and for ˜90 mins. at room temperature. The solution was cooled to −78° C. and water (2 ml) added and the mixture was stirred for ˜30 mins a... Reactants: 4,5-dichloro-1-(N'-difluorotriazin-2'-ylaminoethyl)-pyridaz-6-one, diazo, monoazo, C([O-])(O)=O.[Na+] (sodium bicarbonate), N(=O)[O-].[Na+] (sodium nitrite), C1=C(C(=CC(=C1S(=O)(=O)O)N)S(=O)(=O)O)N (1,4-phenylenediamine-2,5-disulfonic acid), Cl (hydrochloric acid). Run in CN1C(CCC1)=O (N-methylpyrrolidone). Conditions: temperature 0 celsius. Product: NC1=CC=C(C=C1)S(=O)(=O)O (aniline-4-sulfonic acid), NC1=CC(=CC2=CC(=CC(=C12)O)S(=O)(=O)O)S(=O)(=O)O (1-amino-8-hydroxynaphthalene-3,6-disulfonic acid). As a reaction SMILES: [CH:1]1[C:6]([S:7]([OH:10])(=[O:9])=[O:8])=[C:5]([NH2:11])[CH:4]=[C:3]([S:12]([OH:15])(=[O:14])=[O:13])[C:2]=1N.[C:17](=[O:20])(O)[O-].[Na+].[N:22]([O-])=O.[Na+].Cl>CN1CCCC1=O>[NH2:22][C:3]1[CH:4]=[CH:5][C:6]([S:7]([OH:10])(=[O:9])=[O:8])=[CH:1][CH:2]=1.[NH2:11][C:5]1[C:6]2[C:1](=[CH:5][C:6]([S:7]([OH:10])(=[O:9])=[O:8])=[CH:1][C:17]=2[OH:20])[CH:2]=[C:3]([S:12]([OH:15])(=[O:13])=[O:14])[CH:4]=1 |f:1.2,3.4|. Reported procedure: 32.3 parts of 4,5-dichloro-1-(N'-difluorotriazin-2'-ylaminoethyl)-pyridaz-6-one are dissolved in 150 parts by volume of N-methylpyrrolidone, and the solution is added dropwise at 40° C. to a neutral aqueous solution of 26.8 g of 1,4-phenylenediamine-2,5-disulfonic acid. The pH is then kept at 6 for 4 hours with a little sodium bicarbonate. The mixture is then cooled to 0° C. with ice and diazotized with sodium nitrite in the presence of hydrochloric acid, and the resulting diazo suspension is ad...